Dataset: the Open Reaction Database (ORD), a public repository of structured organic reaction records. Task: describe an organic reaction: reactants, conditions, products, and yield The reactants are ClC1=CC=C(N=N1)N1CCC2(OCCO2)CC1 (8-(6-chloropyridazin-3-yl)-1,4-dioxa-8-azaspiro[4.5]decane), CN1N=CC(=C1)B1OC(C)(C)C(C)(C)O1 (1-methylpyrazole-4-boronic acid pinacol ester), C(=O)([O-])[O-].[K+].[K+] (K2CO3). The reagents and catalysts are C=1C=CC(=CC1)[P](C=2C=CC=CC2)(C=3C=CC=CC3)[Pd]([P](C=4C=CC=CC4)(C=5C=CC=CC5)C=6C=CC=CC6)([P](C=7C=CC=CC7)(C=8C=CC=CC8)C=9C=CC=CC9)[P](C=1C=CC=CC1)(C=1C=CC=CC1)C=1C=CC=CC1 (Pd(PPh3)4). Reaction conditions: temperature 100 celsius. Product: CN1N=CC(=C1)C1=CC=C(N=N1)N1CCC2(OCCO2)CC1 (8-(6-(1-methyl-1H-pyrazol-4-yl)pyridazin-3-yl)-1,4-dioxa-8-azaspiro[4.5]decane). RXN SMILES: Cl[C:2]1[N:7]=[N:6][C:5]([N:8]2[CH2:17][CH2:16][C:11]3([O:15][CH2:14][CH2:13][O:12]3)[CH2:10][CH2:9]2)=[CH:4][CH:3]=1.[CH3:18][N:19]1[CH:23]=[C:22](B2OC(C)(C)C(C)(C)O2)[CH:21]=[N:20]1.C([O-])([O-])=O.[K+].[K+]>C1C=CC([P]([Pd]([P](C2C=CC=CC=2)(C2C=CC=CC=2)C2C=CC=CC=2)([P](C2C=CC=CC=2)(C2C=CC=CC=2)C2C=CC=CC=2)[P](C2C=CC=CC=2)(C2C=CC=CC=2)C2C=CC=CC=2)(C2C=CC=CC=2)C2C=CC=CC=2)=CC=1>[CH3:18][N:19]1[CH:23]=[C:22]([C:2]2[N:7]=[N:6][C:5]([N:8]3[CH2:17][CH2:16][C:11]4([O:15][CH2:14][CH2:13][O:12]4)[CH2:10][CH2:9]3)=[CH:4][CH:3]=2)[CH:21]=[N:20]1 |f:2.3.4,^1:42,44,63,82|. Procedure: In a two-neck flask was placed 8-(6-chloropyridazin-3-yl)-1,4-dioxa-8-azaspiro[4.5]decane, prepared as in STEP 1 above (3.07 g, 12 mmol), 1-methylpyrazole-4-boronic acid pinacol ester (3.24 g, 15.6 mmol), K2CO3 (6.62 g, 48 mmol), and Pd(PPh3)4 (693 mg, 0.6 mmol). The resulting mixture was degassed and refilled with N2 (3 times). 1,4-Dioxane/H2O (15 mL/5 mL) was added and the resulting mixture was heated at 100° C. for 4 h. The resulting mixture was then poured into EtOAc/H2O (100 mL/100 mL). The...